This data is from the Open Reaction Database (ORD), a public repository of structured organic reaction records. The task is: describe an organic reaction: reactants, conditions, products, and yield Starting materials: BrCC(=O)Br (2-bromoacetyl bromide), C(C)NC (ethylmethylamine), NC1=CC=CC=C1 (aniline), C(C)(C)(C)C1=CC=C(C=C1)S(=O)(=O)Cl (4-tert-butyl-benzenesulfonyl chloride). Yields the product C(C)(C)(C)C1=CC=C(C=C1)S(=O)(=O)N(CC(=O)N(C)CC)C1=CC=CC=C1 (2-[(4-tert-Butyl-benzenesulfonyl)-phenyl-amino]-N-ethyl-N-methyl-acetamide). As a reaction SMILES: Br[CH2:2][C:3](Br)=[O:4].[CH2:6]([NH:8][CH3:9])[CH3:7].[NH2:10][C:11]1[CH:16]=[CH:15][CH:14]=[CH:13][CH:12]=1.[C:17]([C:21]1[CH:26]=[CH:25][C:24]([S:27](Cl)(=[O:29])=[O:28])=[CH:23][CH:22]=1)([CH3:20])([CH3:19])[CH3:18]>>[C:17]([C:21]1[CH:26]=[CH:25][C:24]([S:27]([N:10]([C:11]2[CH:16]=[CH:15][CH:14]=[CH:13][CH:12]=2)[CH2:2][C:3]([N:8]([CH2:6][CH3:7])[CH3:9])=[O:4])(=[O:29])=[O:28])=[CH:23][CH:22]=1)([CH3:20])([CH3:18])[CH3:19]. Reported procedure: prepared by reaction of 2-bromoacetyl bromide with ethylmethylamine, aniline and 4-tert-butyl-benzenesulfonyl chloride Reactants: BrC(Br)(Br)Br, O=CCCOC1CCCCC1, ClCCl, c1ccc(P(c2ccccc2)c2ccccc2)cc1. Product: BrC(Br)=CCCOC1CCCCC1. RXN SMILES: [C:20]([Br:21])([Br:22])([Br:23])[Br:24].[CH:25]1([O:31][CH2:32][CH2:33][CH:34]=[O:35])[CH2:26][CH2:27][CH2:28][CH2:29][CH2:30]1.[Cl:36][CH2:37][Cl:38].[c:1]1([P:2]([c:3]2[cH:4][cH:5][cH:6][cH:7][cH:8]2)[c:9]2[cH:10][cH:11][cH:12][cH:13][cH:14]2)[cH:15][cH:16][cH:17][cH:18][cH:19]1>>[C:20]([Br:21])([Br:24])=[CH:34][CH2:33][CH2:32][O:31][CH:25]1[CH2:26][CH2:27][CH2:28][CH2:29][CH2:30]1. Reactants: C(C)(=O)C1=C(C(=O)O)C=CC=C1 (o-acetyl-benzoic acid), C(CCN)N (1,3-propanediamine). Yields the product CC12N(C(C3=CC=CC=C13)=O)CCCN2 (10b-methyl-1,3,4,10b-tetrahydro-pyrimido[2,1-a]isoindol -6(2H)-one). RXN SMILES: [C:1]([C:4]1[CH:12]=[CH:11][CH:10]=[CH:9][C:5]=1[C:6]([OH:8])=O)(=O)[CH3:2].[CH2:13]([NH2:17])[CH2:14][CH2:15][NH2:16]>>[CH3:2][C:1]12[NH:17][CH2:13][CH2:14][CH2:15][N:16]1[C:6](=[O:8])[C:5]1[C:4]2=[CH:12][CH:11]=[CH:10][CH:9]=1. Reported procedure: 16.4 Parts of o-acetyl-benzoic acid and 8 parts of 1,3-propanediamine are heated for 2 hours at 150°-160°. The reaction mixture is then distilled under high vacuum. The 10b-methyl-1,3,4,10b-tetrahydro-pyrimido[2,1-a]isoindol -6(2H)-one obtained of the formula ##STR35## boils at 120°-123°/0.1 Torr. After recrystallising from ethyl acetate/benzine, it melts at 64.5°. The following compounds are obtained in an analogous manner: